Dataset: the Open Reaction Database (ORD), a public repository of structured organic reaction records. Task: describe an organic reaction: reactants, conditions, products, and yield Starting materials: NC1=C2N=C(N(C2=NC(=N1)S)CC1=CC=CC=C1)O (6-amino-9-benzyl-8-hydroxy-2-mercaptopurine), C([O-])([O-])=O.[K+].[K+] (potassium carbonate), C(C)OCCOCCBr (1-ethoxy-2-(2-bromoethoxy)ethane). Run in CN(C=O)C (dimethylformamide). Reaction conditions: time 2 hour. The product is NC1=C2N=C(N(C2=NC(=N1)SCCOCCOCC)CC1=CC=CC=C1)O (6-Amino-9-benzyl-8-hydroxy-2-{[2-(2-ethoxyethoxy)ethyl]thio}purine). Isolated yield 22.2%. RXN SMILES: [NH2:1][C:2]1[N:10]=[C:9]([SH:11])[N:8]=[C:7]2[C:3]=1[N:4]=[C:5]([OH:19])[N:6]2[CH2:12][C:13]1[CH:18]=[CH:17][CH:16]=[CH:15][CH:14]=1.C(=O)([O-])[O-].[K+].[K+].[CH2:26]([O:28][CH2:29][CH2:30][O:31][CH2:32][CH2:33]Br)[CH3:27]>CN(C)C=O>[NH2:1][C:2]1[N:10]=[C:9]([S:11][CH2:27][CH2:26][O:28][CH2:29][CH2:30][O:31][CH2:32][CH3:33])[N:8]=[C:7]2[C:3]=1[N:4]=[C:5]([OH:19])[N:6]2[CH2:12][C:13]1[CH:18]=[CH:17][CH:16]=[CH:15][CH:14]=1 |f:1.2.3|. Procedure details: Crude 6-amino-9-benzyl-8-hydroxy-2-mercaptopurine (470 mg, 1.7 mmol) was suspended in dimethylformamide (100 ml). To the suspension were added potassium carbonate (350 mg, 2.5 mmol) and 1-ethoxy-2-(2-bromoethoxy)ethane (505 mg, 2.6 mmol) in order. The mixture was stirred at room temperature for 2 hours. The solvent was removed in vacuo, and the residue was purified by silica gel chromatography (1% methanol/chloroform) to give the subject compound (147 mg, yield 22%). Starting materials: C(C)OCC (Diethyl ether), C1(=C(C(=CC(=C1)C)C)S(=O)(=O)ON)C (O-(mesitylsulfonyl)hydroxylamine), C(C1=CC=NC=C1)#N (isonicotinonitrile). Run in ClCCl (dichloromethane), ClCCl (dichloromethane). Run at time 30 minute. The product is CC1=C(C(=CC(=C1)C)C)S(=O)(=O)[O-].N[N+]1=CC=C(C=C1)C#N (1-Amino-4-cyanopyridinium 2,4,6-trimethylbenzenesulfonate). Yield: 93.9%. Reaction SMILES: [C:1]1([CH3:14])[CH:6]=[C:5]([CH3:7])[CH:4]=[C:3]([CH3:8])[C:2]=1[S:9]([O:12][NH2:13])(=[O:11])=[O:10].[C:15](#[N:22])[C:16]1[CH:21]=[CH:20][N:19]=[CH:18][CH:17]=1.C(OCC)C>ClCCl>[CH3:8][C:3]1[CH:4]=[C:5]([CH3:7])[CH:6]=[C:1]([CH3:14])[C:2]=1[S:9]([O-:12])(=[O:11])=[O:10].[NH2:13][N+:19]1[CH:20]=[CH:21][C:16]([C:15]#[N:22])=[CH:17][CH:18]=1 |f:4.5|. Reported procedure: A solution of O-(mesitylsulfonyl)hydroxylamine (prepared as described in Synthesis, 1977, 1; 2.17 g, 10.1 mmol) in anhydrous dichloromethane (21 mL) was added dropwise to a stirred solution of isonicotinonitrile (1.05 g, 10.1 mmol) in anhydrous dichloromethane (10 mL) at 0° C. and the mixture was stirred at ambient temperature for 1 hour and 30 minutes. Diethyl ether was then added to the mixture and the precipitate that formed was collected by filtration, washed with diethyl ether and dried in ... Reactants: Cc1ccc(C)cc1, O=P12OP3(=O)OP(=O)(O1)OP(=O)(O2)O3, O=P(Cl)(Cl)Cl, O=CNc1ccccc1Cc1ccccc1. Product: C1=Nc2ccccc2Cc2ccccc21. As a reaction SMILES: [CH3:36][c:37]1[cH:38][cH:39][c:40]([CH3:41])[cH:42][cH:43]1.[O:1]=[P:2]12[O:3][P:4]3(=[O:14])[O:5][P:6](=[O:12])([O:7][P:8](=[O:11])([O:9]3)[O:10]1)[O:13]2.[P:15]([Cl:16])([Cl:17])([Cl:18])=[O:19].[c:20]1([CH2:26][c:27]2[c:28]([NH:33][CH:34]=[O:35])[cH:29][cH:30][cH:31][cH:32]2)[cH:21][cH:22][cH:23][cH:24][cH:25]1>>[c:20]12[c:21]([cH:22][cH:23][cH:24][cH:25]1)[CH:34]=[N:33][c:28]1[c:27]([cH:32][cH:31][cH:30][cH:29]1)[CH2:26]2. Reaction SMILES: [Br:20][C:21]([Br:22])([Br:23])[Br:24].[CH2:25]([CH2:26][CH2:27][CH2:28][CH3:29])[c:30]1[cH:31][cH:32][c:33](-[c:36]2[cH:37][cH:38][c:39]([CH2:42][CH2:43][CH:44]3[CH2:45][CH2:46][CH:47]([CH:50]=[O:51])[CH2:48][CH2:49]3)[cH:40][cH:41]2)[cH:34][cH:35]1.[CH2:58]([Cl:59])[Cl:60].[CH3:52][CH2:53][CH2:54][CH2:55][CH2:56][CH3:57].[c:1]1([P:2]([c:3]2[cH:4][cH:5][cH:6][cH:7][cH:8]2)[c:9]2[cH:10][cH:11][cH:12][cH:13][cH:14]2)[cH:15][cH:16][cH:17][cH:18][cH:19]1>>[Br:20][C:21]([Br:24])=[CH:50][CH:47]1[CH2:46][CH2:45][CH:44]([CH2:43][CH2:42][c:39]2[cH:38][cH:37][c:36](-[c:33]3[cH:32][cH:31][c:30]([CH2:25][CH2:26][CH2:27][CH2:28][CH3:29])[cH:35][cH:34]3)[cH:41][cH:40]2)[CH2:49][CH2:48]1. Reactants: BrC(Br)(Br)Br, CCCCCc1ccc(-c2ccc(CCC3CCC(C=O)CC3)cc2)cc1, ClCCl, CCCCCC, c1ccc(P(c2ccccc2)c2ccccc2)cc1. The product is CCCCCc1ccc(-c2ccc(CCC3CCC(C=C(Br)Br)CC3)cc2)cc1.